This data is from the Open Reaction Database (ORD), a public repository of structured organic reaction records. The task is: describe an organic reaction: reactants, conditions, products, and yield The reactants are COC1=C(C(=O)O)C=CC(=C1)C (2-methoxy-4-methylbenzoic acid), CCN=C=NCCCN(C)C (EDCI), NNC(=S)N (thiosemicarbazide). Run in N1=CC=CC=C1 (pyridine). Conditions: time 1 hour. The product is COC1=C(C=CC(=C1)C)C=1NC(NN1)=S (5-(2-methoxy-4-methylphenyl)-2H-1,2,4-triazole-3(4H)-thione). Isolated yield 47.0%. RXN SMILES: [CH3:1][O:2][C:3]1[CH:11]=[C:10]([CH3:12])[CH:9]=[CH:8][C:4]=1[C:5](O)=O.CCN=C=NCCCN(C)C.[NH2:24][NH:25][C:26]([NH2:28])=[S:27]>N1C=CC=CC=1>[CH3:1][O:2][C:3]1[CH:11]=[C:10]([CH3:12])[CH:9]=[CH:8][C:4]=1[C:5]1[NH:28][C:26](=[S:27])[NH:25][N:24]=1. Reported procedure: To a solution of 2-methoxy-4-methylbenzoic acid (1.81 g, 9.22 mmol) in 9 ml of pyridine was added EDCI (1.9 g, 9.3 mmol) and the suspension was stirred at r.t. for 1 h. Then thiosemicarbazide (800 mg, 8.8 mmol) was added and the reaction was stirred at r.t. for 21 h. The mixture was evaporated to dryness and then diluted with water. The white solid was then filtered, washed with water and suspended in 20 ml 1 M aq. NaHCO3 and then heated at reflux for 2 days. The suspension was filtered hot and ... The reactants are COC(CNC(C1=CC=C(C=C1)I)=O)OC (N-(2,2-dimethoxyethyl)-4-iodobenzamide), ice water. Solvent: CS(=O)(=O)O.O=P12OP3(=O)OP(=O)(O1)OP(=O)(O2)O3 (Eaton's reagent). Product: IC1=CC=C(C=C1)C=1OC=CN1 (2-(4-iodophenyl)oxazole). Yield: 82.4%. As a reaction SMILES: CO[CH:3]([O:15]C)[CH2:4][NH:5][C:6](=O)[C:7]1[CH:12]=[CH:11][C:10]([I:13])=[CH:9][CH:8]=1>CS(O)(=O)=O.O=P12OP3(OP(OP(O3)(O1)=O)(=O)O2)=O>[I:13][C:10]1[CH:9]=[CH:8][C:7]([C:6]2[O:15][CH:3]=[CH:4][N:5]=2)=[CH:12][CH:11]=1 |f:1.2|. Reported procedure: A solution of N-(2,2-dimethoxyethyl)-4-iodobenzamide (10 g, 30 mmol) in Eaton's reagent (100 mL) was heated at 135° C. for 17 hours. The reaction was allowed to cool and poured into ice water. The brown solid was isolated by filtration. Purification on silica gel eluting with dichloromethane gave 6.7 g of 2-(4-iodophenyl)oxazole, 1H NMR (400 MHz, CDCl3) δ 7.79 (q, 4H), 7.72 (s, 1H), 7.27 (s, 1H). Reactants: BrC1C2C(C(=O)NC2=O)CCC1Br (3,4-Dibromohexahydrophthalimide), N1=CC=CC=C1 (pyridine), ClC1=C(C(=C(C(=C1C(=O)Cl)Cl)Cl)Cl)Cl (Pentachlorobenzoyl chloride). The solvent is C1=CC=CC=C1 (benzene). The product is ClC1=C(C(=C(C(=C1C(=O)N1C(C2C(C1=O)C(C(CC2)Br)Br)=O)Cl)Cl)Cl)Cl (N-(pentachlorobenzoyl)-3,4-dibromohexahydrophthalimide). As a reaction SMILES: [Br:1][CH:2]1[CH:12]([Br:13])[CH2:11][CH2:10][CH:4]2[C:5]([NH:7][C:8](=[O:9])[CH:3]12)=[O:6].N1C=CC=CC=1.[Cl:20][C:21]1[C:26]([C:27](Cl)=[O:28])=[C:25]([Cl:30])[C:24]([Cl:31])=[C:23]([Cl:32])[C:22]=1[Cl:33]>C1C=CC=CC=1>[Cl:20][C:21]1[C:26]([C:27]([N:7]2[C:8](=[O:9])[CH:3]3[CH:2]([Br:1])[CH:12]([Br:13])[CH2:11][CH2:10][CH:4]3[C:5]2=[O:6])=[O:28])=[C:25]([Cl:30])[C:24]([Cl:31])=[C:23]([Cl:32])[C:22]=1[Cl:33]. Reported procedure: 3,4-Dibromohexahydrophthalimide (0.10 mole), benzene (300 ml) and pyridine (0.11 mole) are charged into a glass reaction vessel equipped with a mechanical stirrer, thermometer and reflux condenser. Pentachlorobenzoyl chloride (0.10 mole) is then added dropwise to the flask with stirring at room temperature. After the addition is completed the reaction mixture is heated at reflux with continued stirring for a period of about 1 hour. After this time the reaction mixture is filtered and the filtrat... Reactants: Cl.ClCC1=NC=CC(=C1C)SCC=1OC=CC1 (2-Chloromethyl-4-(2-furylmethylthio)-3-methylpyridine hydrochloride), COC1=CC2=C(NC(=N2)S)C=C1 (5-methoxy-2-mercapto-1H-benzimidazole), [OH-].[Na+] (sodium hydroxide). Reaction SMILES: Cl.Cl[CH2:3][C:4]1[C:9]([CH3:10])=[C:8]([S:11][CH2:12][C:13]2[O:14][CH:15]=[CH:16][CH:17]=2)[CH:7]=[CH:6][N:5]=1.[CH3:18][O:19][C:20]1[CH:29]=[CH:28][C:23]2[NH:24][C:25]([SH:27])=[N:26][C:22]=2[CH:21]=1.[OH-].[Na+]>C(O)C>[CH3:18][O:19][C:20]1[CH:29]=[CH:28][C:23]2[NH:24][C:25]([S:27][CH2:3][C:4]3[C:9]([CH3:10])=[C:8]([S:11][CH2:12][C:13]4[O:14][CH:15]=[CH:16][CH:17]=4)[CH:7]=[CH:6][N:5]=3)=[N:26][C:22]=2[CH:21]=1 |f:0.1,3.4|. Yield: 81.0%. Solvent: C(C)O (ethanol). Procedure details: 2-Chloromethyl-4-(2-furylmethylthio)-3-methylpyridine hydrochloride, 5-methoxy-2-mercapto-1H-benzimidazole and sodium hydroxide are reacted in ethanol at 60° C. for 4 h. This gives the title compound as a colorless solid. Yield: 81%, m.p. 106-108° C. Product: COC1=CC2=C(NC(=N2)SCC2=NC=CC(=C2C)SCC=2OC=CC2)C=C1 (5-Methoxy-2-{[[4-(2-furylmethylthio)-3-methyl-2-pyridinyl]methyl]thio}-1H-benzimidazole). Reactants: O(C1=CC=CC=C1)C1=CC=C(C=C1)C1CCNCC1 (4-(4-phenoxyphenyl)-piperidine), FC1=CC=C(C=C1)OCCBr (2-(4-fluorophenyl)oxyethyl bromide). Yields the product FC1=CC=C(C=C1)OCCN1CCC(CC1)C1=CC=C(C=C1)OC1=CC=CC=C1 (1-[2-(4-fluorophenyl) oxyethyl]-4-(4-phenoxyphenyl)piperidine). Reaction SMILES: [O:1]([C:8]1[CH:13]=[CH:12][C:11]([CH:14]2[CH2:19][CH2:18][NH:17][CH2:16][CH2:15]2)=[CH:10][CH:9]=1)[C:2]1[CH:7]=[CH:6][CH:5]=[CH:4][CH:3]=1.[F:20][C:21]1[CH:26]=[CH:25][C:24]([O:27][CH2:28][CH2:29]Br)=[CH:23][CH:22]=1>>[F:20][C:21]1[CH:26]=[CH:25][C:24]([O:27][CH2:28][CH2:29][N:17]2[CH2:18][CH2:19][CH:14]([C:11]3[CH:12]=[CH:13][C:8]([O:1][C:2]4[CH:3]=[CH:4][CH:5]=[CH:6][CH:7]=4)=[CH:9][CH:10]=3)[CH2:15][CH2:16]2)=[CH:23][CH:22]=1. Procedure: The same procedure was followed as in Example 11 using the compound (9) synthesized in Example 2 and 2-(4-fluorophenyl)oxyethyl bromide to produce the above. The reactants are NC1=NC=CC(=N1)C1=CC=CC=C1 (2-amino-4-phenylpyrimidine), IN1C(CCC1=O)=O (N-iodosuccinimide). Run in C(C)(=O)O (acetic acid). The product is IC=1C(=NC(=NC1)N)C1=CC=CC=C1 (5-iodo-4-phenyl-pyrimidin-2-ylamine). Isolated yield 16.0%. As a reaction SMILES: [NH2:1][C:2]1[N:7]=[C:6]([C:8]2[CH:13]=[CH:12][CH:11]=[CH:10][CH:9]=2)[CH:5]=[CH:4][N:3]=1.[I:14]N1C(=O)CCC1=O>C(O)(=O)C>[I:14][C:5]1[C:6]([C:8]2[CH:13]=[CH:12][CH:11]=[CH:10][CH:9]=2)=[N:7][C:2]([NH2:1])=[N:3][CH:4]=1. Procedure details: To a stirred solution of 500 mg (2.9 mmol) 2-amino-4-phenylpyrimidine in 38 ml acetic acid was added 689 mg (3.1 mmol) N-iodosuccinimide and stirring continued in the dark at room temperature for 16 h. The reaction mixture was then concentrated in vacuo and the residue partitioned between ether and water. The organic phase was then dried over sodium sulfate and concentrated in vacuo. Trituration in ether/ethyl acetate then afforded 138 mg (16%) 5-iodo-4-phenyl-pyrimidin-2-ylamine as a yellow cry... Starting materials: COC=CC=1C(=NN(C1C)C1=CC=CC=C1)C (4-(2-methoxy-vinyl)-3,5-dimethyl-1-phenyl-1H-pyrazole), O.C1(=CC=C(C=C1)S(=O)(=O)O)C (p-toluenesulfonic acid monohydrate), Cl (hydrochloric acid). Run in C(C)(C)O.O (isopropanol water). Conditions: temperature 60 celsius. Yields the product CC1=NN(C(=C1CC=O)C)C1=CC=CC=C1 ((3,5-dimethyl-1-phenyl-1H-pyrazol-4-yl)-acetaldehyde). The yield is 60.5%. As a reaction SMILES: C[O:2][CH:3]=[CH:4][C:5]1[C:6]([CH3:17])=[N:7][N:8]([C:11]2[CH:16]=[CH:15][CH:14]=[CH:13][CH:12]=2)[C:9]=1[CH3:10].O.C1(C)C=CC(S(O)(=O)=O)=CC=1.Cl>C(O)(C)C.O>[CH3:17][C:6]1[C:5]([CH2:4][CH:3]=[O:2])=[C:9]([CH3:10])[N:8]([C:11]2[CH:16]=[CH:15][CH:14]=[CH:13][CH:12]=2)[N:7]=1 |f:1.2,4.5|. Reported procedure: To a stirred solution of 4-(2-methoxy-vinyl)-3,5-dimethyl-1-phenyl-1H-pyrazole (7.09 g, 31.1 mmol) in 100 mL isopropanol-water (1:1 v/v) was added p-toluenesulfonic acid monohydrate (1.5 g, 7.76 mmol). After the reaction was heated at 60° C. for 16 h, 1.9 mL concentrated hydrochloric acid was added and the reaction mixture was heated at 60° C. for 20 h. The organic solvent was removed in vacuo and the remaining aqueous suspension was neutralized with an aqueous sodium bicarbonate solution and ex... Reactants: C(C)NC1=C(C(=CC=C1)Cl)C (N-ethyl-2-methyl-3-chloroaniline), C(C)OC=C(C(=O)OCC)C(=O)OCC (diethyl ethoxymethylenemalonate), polyphosphoric acid. The solvent is O (water). Reaction conditions: temperature 110 celsius. The product is C(C)N1C=C(C(C2=CC=C(C(=C12)C)Cl)=O)C(=O)O (1-ethyl-7-chloro-8-methyl-4-oxo-1,4-dihydroquinoline-3-carboxylic acid). The yield is 70.2%. As a reaction SMILES: [CH2:1]([NH:3][C:4]1[CH:9]=[CH:8][CH:7]=[C:6]([Cl:10])[C:5]=1[CH3:11])[CH3:2].C([O:14][CH:15]=[C:16]([C:22](OCC)=O)[C:17]([O:19]CC)=[O:18])C>O>[CH2:1]([N:3]1[C:4]2[C:9](=[CH:8][CH:7]=[C:6]([Cl:10])[C:5]=2[CH3:11])[C:15](=[O:14])[C:16]([C:17]([OH:19])=[O:18])=[CH:22]1)[CH3:2]. Procedure: Ten grams of N-ethyl-2-methyl-3-chloroaniline is allowed to react with 15 g of diethyl ethoxymethylenemalonate under heating at 110° C. for 30 minutes. Then, polyphosphoric acid (obtained from 50 g each of phosphoric acid and phosphorus pentaoxide) is added to be subjected to the reaction at 140° C. for 40 minutes. After the reaction, the mixture is poured into 600 g of water and ice, resulting in crystals separated out. The crystals are recovered by filtration, and a 10% sodium hydroxide soluti... The reactants are CCCCOc1cc(C=C(OC)C(=O)OC)ccc1I, CCCCCCCNC(=O)N(C)c1cccc(B(O)O)c1, CN(C)C=O, CCOC(C)=O, [K+], [K+], [K+], CC(=O)[O-], CC(=O)[O-], O, O=P([O-])([O-])[O-], [Pd+2]. The product is CCCCCCCNC(=O)N(C)c1cccc(-c2ccc(C=C(OC)C(=O)OC)cc2OCCCC)c1. Reaction SMILES: [CH2:1]([CH2:2][CH2:3][CH3:4])[O:5][c:6]1[cH:7][c:8]([CH:13]=[C:14]([C:15](=[O:16])[O:17][CH3:18])[O:19][CH3:20])[cH:9][cH:10][c:11]1[I:12].[CH2:21]([CH2:22][CH2:23][CH2:24][CH2:25][CH2:26][CH3:27])[NH:28][C:29]([N:30]([CH3:31])[c:32]1[cH:33][c:34]([B:38]([OH:39])[OH:40])[cH:35][cH:36][cH:37]1)=[O:41].[CH3:51][N:52]([CH3:53])[CH:54]=[O:55].[CH3:65][CH2:66][O:67][C:68](=[O:69])[CH3:70].[K+:47].[K+:48].[K+:49].[O-:57][C:58]([CH3:59])=[O:60].[O-:61][C:62]([CH3:63])=[O:64].[OH2:50].[P:42]([O-:43])([O-:44])([O-:45])=[O:46].[Pd+2:56]>>[CH2:1]([CH2:2][CH2:3][CH3:4])[O:5][c:6]1[cH:7][c:8]([CH:13]=[C:14]([C:15](=[O:16])[O:17][CH3:18])[O:19][CH3:20])[cH:9][cH:10][c:11]1-[c:34]1[cH:33][c:32]([N:30]([C:29]([NH:28][CH2:21][CH2:22][CH2:23][CH2:24][CH2:25][CH2:26][CH3:27])=[O:41])[CH3:31])[cH:37][cH:36][cH:35]1. The reactants are NC1(CC1)C#N (1-amino-1-cyclopropanecarbonitrile), C(CCCCCCC\C=C/CCCCCCCC)(=O)Cl (oleoyl chloride). Yields the product C(#N)C1(CC1)NC(CCCCCCC\C=C/CCCCCCCC)=O (N-(1-cyanocyclopropyl)oleamide). Yield: 73.8%. Reaction SMILES: [NH2:1][C:2]1([C:5]#[N:6])[CH2:4][CH2:3]1.[C:7](Cl)(=[O:25])[CH2:8][CH2:9][CH2:10][CH2:11][CH2:12][CH2:13][CH2:14]/[CH:15]=[CH:16]\[CH2:17][CH2:18][CH2:19][CH2:20][CH2:21][CH2:22][CH2:23][CH3:24]>>[C:5]([C:2]1([NH:1][C:7](=[O:25])[CH2:8][CH2:9][CH2:10][CH2:11][CH2:12][CH2:13][CH2:14]/[CH:15]=[CH:16]\[CH2:17][CH2:18][CH2:19][CH2:20][CH2:21][CH2:22][CH2:23][CH3:24])[CH2:4][CH2:3]1)#[N:6]. Procedure details: General procedure F was used to 1.68 mmols of 1-amino-1-cyclopropanecarbonitrile to 2.184 mmols of oleoyl chloride. After standard purification techniques, 1.24 mmols (74%) of the title product was recovered. 1H NMR (500 MHz, CDCl3) δ 6.53 (s, 1H), 5.43-5.25 (m, 2H), 2.17 (t, J=7.6, 2H), 1.99 (dd, J=6.5, 12.5, 4H), 1.60 (d, J=7.2, 2H), 1.52 (dd, J=5.7, 8.3, 2H), 1.39-1.15 (m, 24H), 0.87 (t, J=6.9, 3H). 13C NMR (126 MHz, CDCl3) δ 174.09, 130.00, 129.66, 120.14, 97.26, 35.97, 31.88, 29.74, 29.68, ...